This data is from the Open Reaction Database (ORD), a public repository of structured organic reaction records. The task is: describe an organic reaction: reactants, conditions, products, and yield Starting materials: S1C(=CC=C1)CCN1CCC(CC1)=O (1-(2-thienylethyl)-4-piperidone), NN1C=CC=C1 (1-aminopyrrole), resultant mixture, resultant solution, [BH4-].[Na+] (NaBH4). Solvent: C1=CC=CC=C1 (benzene). Run at temperature 80 celsius, time 2 hour. Product: S1C(=CC=C1)CCN1CCC(CC1)NN1C=CC=C1 (1-[2-(2-Thienyl)ethyl]-4-(1H-pyrrol-1-yl)aminopiperidine). As a reaction SMILES: [S:1]1[CH:5]=[CH:4][CH:3]=[C:2]1[CH2:6][CH2:7][N:8]1[CH2:13][CH2:12][C:11](=O)[CH2:10][CH2:9]1.[NH2:15][N:16]1[CH:20]=[CH:19][CH:18]=[CH:17]1.[BH4-].[Na+]>C1C=CC=CC=1>[S:1]1[CH:5]=[CH:4][CH:3]=[C:2]1[CH2:6][CH2:7][N:8]1[CH2:13][CH2:12][CH:11]([NH:15][N:16]2[CH:20]=[CH:19][CH:18]=[CH:17]2)[CH2:10][CH2:9]1 |f:2.3|. Procedure details: A solution of 1-(2-thienylethyl)-4-piperidone (24.6 g, 0.12 mole) and 1-aminopyrrole (12 g, 0.15 mole) in 200 ml of benzene was stirred at reflux for 4 hours. The resultant mixture was cooled and evaporated to an oil which in turn was dissolved in 200 ml of isopropanol and 50 ml of methanol. To the resultant solution was added NaBH4 (9.1 g, 0.24 mole). The mixture was stirred at 80° C. for 2 hours, cooled, evaporated, stirred with water and then extracted with ethyl acetate-ether. The organic ex... Reaction SMILES: [Br:1][c:2]1[cH:3][c:4]([CH:7]=[O:8])[cH:5][nH:6]1.[CH3:25][O:26][CH2:27][CH2:28][O:29][CH3:30].[CH3:9][c:10]1[c:11]([B:16]([OH:17])[OH:18])[cH:12][cH:13][cH:14][cH:15]1.[Na+:19].[Na+:20].[O-:21][C:22](=[O:23])[O-:24].[OH2:31]>>[c:2]1(-[c:11]2[c:10]([CH3:9])[cH:15][cH:14][cH:13][cH:12]2)[cH:3][c:4]([CH:7]=[O:8])[cH:5][nH:6]1. Product: Cc1ccccc1-c1cc(C=O)c[nH]1. Reactants: O=Cc1c[nH]c(Br)c1, COCCOC, Cc1ccccc1B(O)O, [Na+], [Na+], O=C([O-])[O-], O. Starting materials: Cc1c(C=O)[nH]c2c1C(=O)N(CCN1CCCCC1)CCC2, O=C1Cc2c(cccc2-c2cccc(F)c2F)N1. The product is Cc1c(C=C2C(=O)Nc3cccc(-c4cccc(F)c4F)c32)[nH]c2c1C(=O)N(CCN1CCCCC1)CCC2. As a reaction SMILES: [CH3:1][c:2]1[c:3]([CH:21]=[O:22])[nH:4][c:5]2[c:6]1[C:7](=[O:20])[N:8]([CH2:12][CH2:13][N:14]1[CH2:15][CH2:16][CH2:17][CH2:18][CH2:19]1)[CH2:9][CH2:10][CH2:11]2.[F:23][c:24]1[c:25](-[c:31]2[c:32]3[c:36]([cH:37][cH:38][cH:39]2)[NH:35][C:34](=[O:40])[CH2:33]3)[cH:26][cH:27][cH:28][c:29]1[F:30]>>[CH3:1][c:2]1[c:3]([CH:21]=[C:33]2[c:32]3[c:31](-[c:25]4[c:24]([F:23])[c:29]([F:30])[cH:28][cH:27][cH:26]4)[cH:39][cH:38][cH:37][c:36]3[NH:35][C:34]2=[O:40])[nH:4][c:5]2[c:6]1[C:7](=[O:20])[N:8]([CH2:12][CH2:13][N:14]1[CH2:15][CH2:16][CH2:17][CH2:18][CH2:19]1)[CH2:9][CH2:10][CH2:11]2. Reactants: CO, CCOCC, Cl, O=C(O)c1ccc([N+](=O)[O-])c(F)c1. The product is COC(=O)c1ccc([N+](=O)[O-])c(F)c1. As a reaction SMILES: [CH3:14][OH:15].[CH3:17][CH2:18][O:19][CH2:20][CH3:21].[ClH:16].[F:1][c:2]1[cH:3][c:4]([C:5](=[O:6])[OH:7])[cH:8][cH:9][c:10]1[N+:11](=[O:12])[O-:13]>>[F:1][c:2]1[cH:3][c:4]([C:5](=[O:6])[O:7][CH3:14])[cH:8][cH:9][c:10]1[N+:11](=[O:12])[O-:13]. The reactants are O=C1C=CCC1, CCOC(=O)CC(=O)OCC, CC(C)=O. The product is CCOC(=O)C(C(=O)OCC)C1CCC(=O)C1. Reaction SMILES: [C:1]1(=[O:6])[CH:2]=[CH:3][CH2:4][CH2:5]1.[C:7]([CH2:8][C:9](=[O:10])[O:11][CH2:12][CH3:13])(=[O:14])[O:15][CH2:16][CH3:17].[CH3:18][C:19](=[O:20])[CH3:21]>>[C:1]1(=[O:6])[CH2:2][CH:3]([CH:8]([C:7](=[O:14])[O:15][CH2:16][CH3:17])[C:9](=[O:10])[O:11][CH2:12][CH3:13])[CH2:4][CH2:5]1. Yield: 100.0%. Reactants: C(C)OC(=O)C=1C(=C2N(N=CC(=C2NC2=CC=C(C=C2)OC2=C(C=CC=C2)OC(C)(C)C(NCCO)=O)C#N)C1)C (3-Cyano-4-(4-{2-[1-(2-hydroxy-ethylcarbamoyl)-1-methyl-ethoxy]-phenoxy}-phenylamino)-5-methyl-pyrrolo[1,2-b]pyridazine-6-carboxylic Acid Ethyl Ester), [OH-].[Na+] (NaOH), O (H2O). Procedure: A mixture of 433E (180 mg, 0.323 mmol) and 1N NaOH (0.68 ml, 0.68 mmol) in EtOH (4 ml) was heated to reflux for 2 days, cooled to rt. Removal of the solvent in vacuo gave a gray oil. Treated with H2O (4 ml), the aqueous solution was washed with EtOAc (3×2 ml) and added to a mixture of 6N HCl (1.5 ml) and brine (5 ml). The resulting suspension was cooled to 0° C. and filtered, dried in vacuo to gave 433F (171 mg, 96%) as a dim dark solid. It has a retention time of 5.31 min (standard LC1 method, ... Reaction SMILES: C([O:3][C:4]([C:6]1[C:7]([CH3:41])=[C:8]2[C:13]([NH:14][C:15]3[CH:20]=[CH:19][C:18]([O:21][C:22]4[CH:27]=[CH:26][CH:25]=[CH:24][C:23]=4[O:28][C:29]([C:32](=[O:37])[NH:33][CH2:34][CH2:35][OH:36])([CH3:31])[CH3:30])=[CH:17][CH:16]=3)=[C:12]([C:38]#[N:39])[CH:11]=[N:10][N:9]2[CH:40]=1)=[O:5])C.[OH-].[Na+].O>CCO>[C:38]([C:12]1[CH:11]=[N:10][N:9]2[CH:40]=[C:6]([C:4]([OH:5])=[O:3])[C:7]([CH3:41])=[C:8]2[C:13]=1[NH:14][C:15]1[CH:16]=[CH:17][C:18]([O:21][C:22]2[CH:27]=[CH:26][CH:25]=[CH:24][C:23]=2[O:28][C:29]([C:32](=[O:37])[NH:33][CH2:34][CH2:35][OH:36])([CH3:31])[CH3:30])=[CH:19][CH:20]=1)#[N:39] |f:1.2|. The solvent is CCO (EtOH). Product: C(#N)C1=C(C=2N(N=C1)C=C(C2C)C(=O)O)NC2=CC=C(C=C2)OC2=C(C=CC=C2)OC(C)(C)C(NCCO)=O (3-Cyano-4-(4-{2-[1-(2-hydroxy-ethylcarbamoyl)-1-methyl-ethoxy]-phenoxy}-phenylamino)-5-methyl-pyrrolo[1,2-b]pyridazine-6-carboxylic Acid). Reactants: COC(=O)c1cc(CNC(=O)OC(C)(C)C)ccc1[N+](=O)[O-], CO, [Li+], [OH-], O. Yields the product CC(C)(C)OC(=O)NCc1ccc([N+](=O)[O-])c(C(=O)O)c1. Reaction SMILES: [CH3:1][O:2][C:3]([c:4]1[c:5]([N+:19](=[O:20])[O-:21])[cH:6][cH:7][c:8]([CH2:10][NH:11][C:12](=[O:13])[O:14][C:15]([CH3:16])([CH3:17])[CH3:18])[cH:9]1)=[O:22].[CH3:25][OH:26].[Li+:23].[OH-:24].[OH2:27]>>[O:2]=[C:3]([c:4]1[c:5]([N+:19](=[O:20])[O-:21])[cH:6][cH:7][c:8]([CH2:10][NH:11][C:12](=[O:13])[O:14][C:15]([CH3:16])([CH3:17])[CH3:18])[cH:9]1)[OH:22]. Starting materials: C[Mg]Br (methylmagnesium bromide), solution, NC1=C(C=CC=C1)C(C)=O (ortho-aminoacetophenone), ice water, Cl (HCl), C([O-])(O)=O.[Na+] (sodium bicarbonate). The solvent is C1(=CC=CC=C1)C (toluene), C1CCOC1 (THF). Yields the product NC1=C(C=CC=C1)C(O)(C)C (2-aminophenyldimethyl carbinol). As a reaction SMILES: C[Mg]Br.[NH2:4][C:5]1[CH:10]=[CH:9][CH:8]=[CH:7][C:6]=1[C:11](=[O:13])[CH3:12].Cl.[C:15](=O)(O)[O-].[Na+]>C1(C)C=CC=CC=1.C1COCC1>[NH2:4][C:5]1[CH:10]=[CH:9][CH:8]=[CH:7][C:6]=1[C:11]([CH3:15])([CH3:12])[OH:13] |f:3.4|. Procedure: To a 0° C. solution of methylmagnesium bromide (45 mL of a 1.4M solution in toluene, 63 mmol) under nitrogen atmosphere was added a solution of ortho-aminoacetophenone (2.9 g, 21.5 mmol) in THF (20 mL). The mixture was warmed to ambient temperature for 45 min, cooled to 0° C., and poured into ice-water. The mixture was acidified with 6N HCl, adjusted to ca. pH 6 with saturated sodium bicarbonate solution, and then extracted with ether (2×100 mL). The combined ether fractions were dried (MgSO4), ... The reactants are NC1[C@@H]2N(C(=CCS2)C(=O)OC(C2=CC=CC=C2)C2=CC=CC=C2)C1=O (benzhydryl 7-amino-3-cephem-4-carboxylate), CS(=O)(=O)CC(=O)O (methylsulfonylacetic acid), C1(CCCCC1)N=C=NC1CCCCC1 (dicyclohexylcarbodiimide). Run in O1CCCC1 (tetrahydrofuran). Yields the product CS(=O)(=O)CC(=O)NC1[C@@H]2N(C(=CCS2)C(=O)O)C1=O (7-Methylsulfonylacetamido-3-cephem-4-carboxylic acid). RXN SMILES: [NH2:1][CH:2]1[C:25](=[O:26])[N:4]2[C:5]([C:9]([O:11]C(C3C=CC=CC=3)C3C=CC=CC=3)=[O:10])=[CH:6][CH2:7][S:8][C@H:3]12.[CH3:27][S:28]([CH2:31][C:32](O)=[O:33])(=[O:30])=[O:29].C1(N=C=NC2CCCCC2)CCCCC1>O1CCCC1>[CH3:27][S:28]([CH2:31][C:32]([NH:1][CH:2]1[C:25](=[O:26])[N:4]2[C:5]([C:9]([OH:11])=[O:10])=[CH:6][CH2:7][S:8][C@H:3]12)=[O:33])(=[O:30])=[O:29]. Procedure details: A solution of benzhydryl 7-amino-3-cephem-4-carboxylate (0.78 g, 2 mmol), methylsulfonylacetic acid (0.27 g, 2 mmol), and dicyclohexylcarbodiimide (0.4 g, 2 mmol) in dry tetrahydrofuran (15 ml) is stirred at room temperature overnight. The precipitate is collected and washed with tetrahydrofuran and the combined filtrate and washings are evaporated in vacuo. The residue is treated with a cold solution of trifluoroacetic acid (10 ml) and anisole (0.5 g) for 15 minutes and then concentrated in vac... Reactants: NC1=CC(=NC(=N1)C)C=1C=C(C=NC1NC=1C=NC(=C(C1)F)OC)C(C)=O (1-(5-(6-amino-2-methylpyrimidin-4-yl)-6-(5-fluoro-6-methoxypyridin-3-ylamino)pyridin-3-yl)ethanone), C[Mg]Br (methylmagnesium bromide). Solvent: C1CCOC1 (THF). Run at temperature 0 celsius, time 15 minute. Product: NC1=CC(=NC(=N1)C)C=1C=C(C=NC1NC=1C=NC(=C(C1)F)OC)C(C)(C)O (2-(5-(6-amino-2-methylpyrimidin-4-yl)-6-(5-fluoro-6-methoxypyridin-3-ylamino)pyridin-3-yl)propan-2-ol). The yield is 62.9%. As a reaction SMILES: [NH2:1][C:2]1[N:7]=[C:6]([CH3:8])[N:5]=[C:4]([C:9]2[CH:10]=[C:11]([C:25](=[O:27])[CH3:26])[CH:12]=[N:13][C:14]=2[NH:15][C:16]2[CH:17]=[N:18][C:19]([O:23][CH3:24])=[C:20]([F:22])[CH:21]=2)[CH:3]=1.[CH3:28][Mg]Br>C1COCC1>[NH2:1][C:2]1[N:7]=[C:6]([CH3:8])[N:5]=[C:4]([C:9]2[CH:10]=[C:11]([C:25]([OH:27])([CH3:28])[CH3:26])[CH:12]=[N:13][C:14]=2[NH:15][C:16]2[CH:17]=[N:18][C:19]([O:23][CH3:24])=[C:20]([F:22])[CH:21]=2)[CH:3]=1. Reported procedure: A suspension of 1-(5-(6-amino-2-methylpyrimidin-4-yl)-6-(5-fluoro-6-methoxypyridin-3-ylamino)pyridin-3-yl)ethanone (88 mg, 0.24 mmol) in 2 mL of THF at 0° C. was treated with methylmagnesium bromide (0.55 mL of 3.0 M solution in diethyl ether, 1.67 mmol). It was stirred at 0° C. for 15 min, and quenched with 5 mL of sat. NH4Cl. The mixture was extracted with 2×15 mL of EtOAc. The organic extracts were dried and concentrated. The crude material was purified on a silica gel column and eluted with ...